From a dataset of the Open Reaction Database (ORD), a public repository of structured organic reaction records. describe an organic reaction: reactants, conditions, products, and yield Starting materials: O=S(Cl)Cl (SOCl2), C(C)OC(C)=O (ethylacetate), CN(C)C=O (DMF), FC(C1=CC=C(C=C1)C=CC(=O)O)(F)F (3-(4-trifluoromethyl-phenyl)-acrylic acid). Run in C(Cl)Cl (DCM), CCCCCC (hexane). Reaction conditions: temperature 0 celsius. Product: FC(C1=CC=C(C=C1)C=CC(=O)Cl)(F)F (3-(4-Trifluoromethyl-phenyl)-acryloyl chloride). As a reaction SMILES: CN(C=O)C.[F:6][C:7]([F:20])([F:19])[C:8]1[CH:13]=[CH:12][C:11]([CH:14]=[CH:15][C:16](O)=[O:17])=[CH:10][CH:9]=1.O=S(Cl)[Cl:23].C(OC(=O)C)C>C(Cl)Cl.CCCCCC>[F:6][C:7]([F:20])([F:19])[C:8]1[CH:13]=[CH:12][C:11]([CH:14]=[CH:15][C:16]([Cl:23])=[O:17])=[CH:10][CH:9]=1. Reported procedure: DMF (0.3 mL) was added to a solution of 3-(4-trifluoromethyl-phenyl)-acrylic acid (I-29a: 4 g, 0.018 mol) in DCM (30 mL). The reaction mixture was stirred at 0° C. under nitrogen atmosphere. This was followed by the addition of SOCl2 (2.62 g, 0.022 mol) and the resulting mixture was refluxed at 75° C. for 3 hours. The reaction was monitored by TLC (30% ethylacetate in hexane). The reaction mixture was cooled to room temperature and concentrated to afford the crude product which was dissolved in ... Reactants: CCCCNc1nc(N)c2nc(OC)n(CC3CCOC(C)(C)C3)c2n1, C1COCCO1, CO, Cl. Product: CCCCNc1nc(N)c2[nH]c(=O)n(CC3CCOC(C)(C)C3)c2n1. RXN SMILES: [CH2:1]([CH2:2][CH2:3][CH3:4])[NH:5][c:6]1[n:7][c:8]([NH2:26])[c:9]2[n:10][c:11]([O:24][CH3:25])[n:12]([CH2:15][CH:16]3[CH2:17][C:18]([CH3:22])([CH3:23])[O:19][CH2:20][CH2:21]3)[c:13]2[n:14]1.[CH2:30]1[O:31][CH2:32][CH2:33][O:34][CH2:35]1.[CH3:28][OH:29].[ClH:27]>>[CH2:1]([CH2:2][CH2:3][CH3:4])[NH:5][c:6]1[n:7][c:8]([NH2:26])[c:9]2[nH:10][c:11](=[O:24])[n:12]([CH2:15][CH:16]3[CH2:17][C:18]([CH3:22])([CH3:23])[O:19][CH2:20][CH2:21]3)[c:13]2[n:14]1. Starting materials: C(C)(C)(C)OC(NCCC1=CC=C(C=C1)O)=O (tert-butyl[2-(4-hydroxyphenyl)ethyl]carbamate), C([O-])([O-])=O.[K+].[K+] (potassium carbonate), [I-].[K+] (potassium iodide), CS(=O)(=O)OCCC1=CC(=C(C=C1)OCC1=CC=CC=C1)[C@H](CCN(C(C)C)C(C)C)C1=CC=CC=C1 (2-{4-(benzyloxy)-3-[(1R)-3-(diisopropylamino)-1-phenylpropyl]phenyl}ethyl methanesulfonate). Run in C(C)(=O)OCC (ethyl acetate), O (water), C1(=CC=CC=C1)C (toluene). Reaction conditions: temperature 120 celsius, time 8 hour. Product: N (ammonia), C(C)(C)(C)OC(NCCC1=CC=C(C=C1)OCCC1=CC(=C(C=C1)OCC1=CC=CC=C1)[C@H](CCN(C(C)C)C(C)C)C1=CC=CC=C1)=O (tert-butyl{2-[4-(2-{4-(benzyloxy)-3-[(1R)-3-(diisopropylamino)-1-phenylpropyl]phenyl}ethoxy)phenyl]ethyl}carbamate). Reaction SMILES: [C:1]([O:5][C:6](=[O:17])[NH:7][CH2:8][CH2:9][C:10]1[CH:15]=[CH:14][C:13]([OH:16])=[CH:12][CH:11]=1)([CH3:4])([CH3:3])[CH3:2].C(=O)([O-])[O-].[K+].[K+].[I-].[K+].CS(O[CH2:31][CH2:32][C:33]1[CH:38]=[CH:37][C:36]([O:39][CH2:40][C:41]2[CH:46]=[CH:45][CH:44]=[CH:43][CH:42]=2)=[C:35]([C@@H:47]([C:57]2[CH:62]=[CH:61][CH:60]=[CH:59][CH:58]=2)[CH2:48][CH2:49][N:50]([CH:54]([CH3:56])[CH3:55])[CH:51]([CH3:53])[CH3:52])[CH:34]=1)(=O)=O>C1(C)C=CC=CC=1.C(OCC)(=O)C.O>[NH3:7].[C:1]([O:5][C:6](=[O:17])[NH:7][CH2:8][CH2:9][C:10]1[CH:15]=[CH:14][C:13]([O:16][CH2:31][CH2:32][C:33]2[CH:38]=[CH:37][C:36]([O:39][CH2:40][C:41]3[CH:46]=[CH:45][CH:44]=[CH:43][CH:42]=3)=[C:35]([C@@H:47]([C:57]3[CH:58]=[CH:59][CH:60]=[CH:61][CH:62]=3)[CH2:48][CH2:49][N:50]([CH:54]([CH3:55])[CH3:56])[CH:51]([CH3:52])[CH3:53])[CH:34]=2)=[CH:12][CH:11]=1)([CH3:4])([CH3:2])[CH3:3] |f:1.2.3,4.5|. Reported procedure: tert-butyl[2-(4-hydroxyphenyl)ethyl]carbamate (Prepared according to WO1998/43942, 3.8 g, 7.3 mmol), potassium carbonate (2.6 g, 8.0 mmol), potassium iodide (1.1 g, 7.3 mmol) and 2-{4-(benzyloxy)-3-[(1R)-3-(diisopropylamino)-1-phenylpropyl]phenyl}ethyl methanesulfonate (preparation 36, 1.56 g, 2.98 mmol) were stirred in toluene (20 ml) and stirred at 120° C. overnight. After cooling, water (80 ml) and ethyl acetate (80 ml) were added, organics separated and washed with saturated aqueous sodium h... The reactants are C(C)(=O)O (acetic acid), Cl.COC1=CC=C(C=C1)NN (4-methoxyphenylhydrazine hydrochloride), O=C1CC(CC1)C(=O)O (3-oxocyclopentane carboxylic acid). The solvent is O (water). Reaction conditions: time 2 hour. Product: COC1=CC=2C3=C(NC2C=C1)CC(C3)C(=O)O (1,2,3,4,-Tetrahydro-7-methoxycyclopent[b]indole-2-carboxylic acid). Yield: 54.1%. As a reaction SMILES: C(O)(=O)C.Cl.[CH3:6][O:7][C:8]1[CH:13]=[CH:12][C:11]([NH:14]N)=[CH:10][CH:9]=1.O=[C:17]1[CH2:21][CH2:20][CH:19]([C:22]([OH:24])=[O:23])[CH2:18]1>O>[CH3:6][O:7][C:8]1[CH:13]=[CH:12][C:11]2[NH:14][C:17]3[CH2:18][CH:19]([C:22]([OH:24])=[O:23])[CH2:20][C:21]=3[C:10]=2[CH:9]=1 |f:1.2|. Reported procedure: To 250 ml of 80% acetic acid in water were added 4-methoxyphenylhydrazine hydrochloride (21 g, 0.12 mole) and 3-oxocyclopentane carboxylic acid (20 g, 0.15 mole). After stirring at ambient temperature for two hours, the mixture was stirred at 100° C. for three hours. After cooling, the mixture was filtered, and the tan precipitate washed with water, and dried to give 15 g of a solid, mp ~200° C. A sample of this material was recrystallized from ethanol/ether (1:2) to give a tan solid, mp 210° C.... Reactants: ClC=1C=C2C(=NNC2=CC1)O (5-Chloro-1H-indazol-3-ol), CN1C=2C(C(=O)OC1=O)=CC=CC2 (N-methylisatoic anhydride). Product: CNC1=C(C(=O)N2N=C(C3=CC(=CC=C23)Cl)O)C=CC=C1 (1-(o-Methylaminobenzoyl)-5-chloro-1H-indazol-3-ol). Yield: 32.3%. Reaction SMILES: [Cl:1][C:2]1[CH:3]=[C:4]2[C:8](=[CH:9][CH:10]=1)[NH:7][N:6]=[C:5]2[OH:11].[CH3:12][N:13]1C(=O)O[C:16](=[O:17])[C:15]2=[CH:21][CH:22]=[CH:23][CH:24]=[C:14]12>>[CH3:12][NH:13][C:14]1[CH:24]=[CH:23][CH:22]=[CH:21][C:15]=1[C:16]([N:7]1[C:8]2[C:4](=[CH:3][C:2]([Cl:1])=[CH:10][CH:9]=2)[C:5]([OH:11])=[N:6]1)=[O:17]. Procedure: 5-Chloro-1H-indazol-3-ol was reacted with N-methylisatoic anhydride according to the general procedure A above and afforded the desired amine as a yellow solid in 32.3% yield; m.p. 206°-208° C. Starting materials: C(C)(=O)OCC (ethyl acetate), ice water, [Al+3].[Cl-].[Cl-].[Cl-] (AlCl3), ClC1=CC2=C(N(C(C(N=C2C2=CC3=C(NC(N3C)=O)C=C2)CC2=C(C=CC=C2)Cl)=O)CC2=CC=C(C=C2)OC)C=C1 (7-Chloro-3-(2-chlorobenzyl)-1-(4-methoxybenzyl)-5-(3-methyl-2-oxo-2,3-dihydro-1H-benzo[d]imidazol-5-yl)-1H-benzo[e][1,4]diazepin-2(3H)-one), C(C)(=O)OCC (Ethyl acetate). Run in hexanes, C1(=CC=CC=C1)OC (anisole), ClC(=C)Cl (1,1-dichloroethene). Conditions: temperature 85 celsius, time 30 minute. Yields the product ClC1=CC2=C(NC(C(N=C2C2=CC3=C(NC(N3C)=O)C=C2)CC2=C(C=CC=C2)Cl)=O)C=C1 (7-chloro-3-(2-chlorobenzyl)-5-(3-methyl-2-oxo-2,3-dihydro-1H-benzo[d]imidazol-5-yl)-1H-benzo[e][1,4]diazepin-2(3H)-one). The yield is 59.0%. Reaction SMILES: [Cl:1][C:2]1[CH:41]=[CH:40][C:5]2[N:6](CC3C=CC(OC)=CC=3)[C:7](=[O:30])[CH:8]([CH2:22][C:23]3[CH:28]=[CH:27][CH:26]=[CH:25][C:24]=3[Cl:29])[N:9]=[C:10]([C:11]3[CH:21]=[CH:20][C:14]4[NH:15][C:16](=[O:19])[N:17]([CH3:18])[C:13]=4[CH:12]=3)[C:4]=2[CH:3]=1.[Al+3].[Cl-].[Cl-].[Cl-].C(OCC)(=O)C>C1(OC)C=CC=CC=1.ClC(Cl)=C>[Cl:1][C:2]1[CH:41]=[CH:40][C:5]2[NH:6][C:7](=[O:30])[CH:8]([CH2:22][C:23]3[CH:28]=[CH:27][CH:26]=[CH:25][C:24]=3[Cl:29])[N:9]=[C:10]([C:11]3[CH:21]=[CH:20][C:14]4[NH:15][C:16](=[O:19])[N:17]([CH3:18])[C:13]=4[CH:12]=3)[C:4]=2[CH:3]=1 |f:1.2.3.4|. Procedure details: 7-Chloro-3-(2-chlorobenzyl)-1-(4-methoxybenzyl)-5-(3-methyl-2-oxo-2,3-dihydro-1H-benzo[d]imidazol-5-yl)-1H-benzo[e][1,4]diazepin-2(3H)-one (0.4 g, 0.68 mmol) was dissolved in 10% anisole in 1,1-dichloroethene (DCE, 3 mL) under nitrogen and AlCl3 (0.455 g, 3.42 mmol) was added in one portion. The resulting orange solution was heated to 85° C. for 1.5 h. The solution was allowed to cool. Ethyl acetate was added followed by ice water. This mixture was stirred for 30 min (turned from yellow to color... The solvent is xylenes. Procedure details: A mixture of 2-[(ethoxycarbonyl)amino]benzoic acid ethyl ester (65.75 g, 0.277 mol) and 2-aminoethanol (16.9 g, 0.277 mol) was refluxed for 2.5 days in 350 mL of xylenes. The reaction was cooled to room temperature and xylene was removed. Chloroform was added to the residue and a brown solid crystallized. The brown solid was filtered from the solution. The chloroform layer was extracted with water, dried (Na2SO4), filtered and the solvent was removed. The residue was placed in the freezer in iso... The yield is 71.3%. The reactants are C(C)OC(C1=C(C=CC=C1)NC(=O)OCC)=O (2-[(ethoxycarbonyl)amino]benzoic acid ethyl ester), NCCO (2-aminoethanol). Reaction SMILES: C(O[C:4](=[O:17])[C:5]1[CH:10]=[CH:9][CH:8]=[CH:7][C:6]=1[NH:11][C:12]([O:14]CC)=O)C.[NH2:18][CH2:19][CH2:20][OH:21]>>[OH:21][CH2:20][CH2:19][N:18]1[C:4](=[O:17])[C:5]2[C:6](=[CH:7][CH:8]=[CH:9][CH:10]=2)[NH:11][C:12]1=[O:14]. The product is OCCN1C(NC2=CC=CC=C2C1=O)=O (3-(2-Hydroxyethyl)-2,4(1H,3H)-quinazolinedione). Reactants: CC(=O)O, CO, OC1COCC1Oc1nc(N2CCNCC2)nc2ccccc12. Yields the product CC(=O)O, OC1COCC1Oc1nc(N2CCNCC2)nc2ccccc12. Reaction SMILES: [CH3:24][C:25]([OH:26])=[O:27].[CH3:28][OH:29].[OH:1][CH:2]1[CH:3]([O:7][c:8]2[n:9][c:10]([N:18]3[CH2:19][CH2:20][NH:21][CH2:22][CH2:23]3)[n:11][c:12]3[cH:13][cH:14][cH:15][cH:16][c:17]23)[CH2:4][O:5][CH2:6]1>>[CH3:24][C:25](=[O:26])[OH:27].[OH:1][CH:2]1[CH:3]([O:7][c:8]2[n:9][c:10]([N:18]3[CH2:19][CH2:20][NH:21][CH2:22][CH2:23]3)[n:11][c:12]3[cH:13][cH:14][cH:15][cH:16][c:17]23)[CH2:4][O:5][CH2:6]1. Starting materials: BrCC(=O)OCC (ethyl bromoacetate), [Cl-].[Na+] (sodium chloride), CC1=CC=C(CC(=O)NC2C(NC3=CC=CC=C23)=O)C=C1 ((RS)-3-((4-methylbenzyl)carbonylamino)indolin-2-one), solution, CC(C)([O-])C.[K+] (potassium t-butoxide). Run in CS(=O)C (dimethyl sulfoxide), CS(=O)C (dimethyl sulfoxide). Conditions: time 30 minute. The product is C(C)OC(=O)CC1(C(NC2=CC=CC=C12)=O)NC(=O)CC1=CC=C(C=C1)C ((RS)-3-(Ethoxycarbonylmethyl)-3-((4-methylbenzyl)carbonylamino)indolin-2-one). Isolated yield 32.0%. Reaction SMILES: [CH3:1][C:2]1[CH:21]=[CH:20][C:5]([CH2:6][C:7]([NH:9][CH:10]2[C:18]3[C:13](=[CH:14][CH:15]=[CH:16][CH:17]=3)[NH:12][C:11]2=[O:19])=[O:8])=[CH:4][CH:3]=1.CC(C)([O-])C.[K+].Br[CH2:29][C:30]([O:32][CH2:33][CH3:34])=[O:31].[Cl-].[Na+]>CS(C)=O>[CH2:33]([O:32][C:30]([CH2:29][C:10]1([NH:9][C:7]([CH2:6][C:5]2[CH:4]=[CH:3][C:2]([CH3:1])=[CH:21][CH:20]=2)=[O:8])[C:18]2[C:13](=[CH:14][CH:15]=[CH:16][CH:17]=2)[NH:12][C:11]1=[O:19])=[O:31])[CH3:34] |f:1.2,4.5|. Procedure: To a solution of 0.72 g of (RS)-3-((4-methylbenzyl)carbonylamino)indolin-2-one in 20 ml of dry dimethyl sulfoxide was added 3 ml of a 1M solution of potassium t-butoxide in dry dimethyl sulfoxide at room temperature under a nitrogen atmosphere, followed by stirring for 30 minutes. To the mixture was added dropwise 0.37 ml of ethyl bromoacetate, followed by stirring at the same temperature for 30 minutes. The reaction mixture was treated with an aqueous solution of sodium chloride and extracted w...